Task: describe an organic reaction: reactants, conditions, products, and yield. Dataset: the Open Reaction Database (ORD), a public repository of structured organic reaction records Starting materials: COC1=C(C(O)=CC=C1)O (3-methoxycatechol), BrCCBr (1,2-dibromoethane), C([O-])([O-])=O.[K+].[K+] (potassium carbonate), O (water). The reagents and catalysts are [Cu] (copper). Solvent: OCC(O)CO (glycerol). Reaction conditions: temperature 110 celsius. The product is COC1=CC=CC=2OCCOC21 (5-Methoxy-1,4-benzodioxane). Reaction SMILES: [CH3:1][O:2][C:3]1[CH:9]=[CH:8][CH:7]=[C:5]([OH:6])[C:4]=1[OH:10].Br[CH2:12][CH2:13]Br.C(=O)([O-])[O-].[K+].[K+].O>OCC(CO)O.[Cu]>[CH3:1][O:2][C:3]1[C:4]2[O:10][CH2:13][CH2:12][O:6][C:5]=2[CH:7]=[CH:8][CH:9]=1 |f:2.3.4|. Procedure details: A heterogeneous mixture containing 1.42 mol of 3-methoxycatechol, 1.57 mol of 1,2-dibromoethane, 1.42 mol of potassium carbonate and 4 g of copper powder in 150 ml of glycerol is heated at 110° C. for 15 hours. After cooling, the mixture is poured into 1 l of water. The aqueous phase is extracted with ethyl ether. The ether phases are then washed with 1N sodium hydroxide, dried and evaporated, and give the expected product. Yields the product CC=1SC(=C(N1)C)C1=CC=C(C=C1)[C@H](C)N1C(O[C@](CC1)(C1=CC=C(C=C1)F)CCC(=O)N)=O (3-((R)-3-((S)-1-(4-(2,4-dimethylthiazol-5-yl)phenyl)ethyl)-6-(4-fluorophenyl)-2-oxo-1,3-oxazinan-6-yl)propanamide). Reported procedure: The title compound was prepared from (R)-3-((S)-1-(4-(2,4-dimethylthiazol-5-yl)phenyl)ethyl)-6-(4-fluorophenyl)-6-(3-hydroxypropyl)-1,3-oxazinan-2-one employing a procedure analogous to that described in Example 12 Step 2, followed by a procedure analogous to that described in Example 8 Step 2 using ammonia. LC-MS Method 1 tR=1.38 min, m/z=482 (M+1); 1H NMR (CDCl3) 7.32 (m, 5H), 7.18 (d, 2H), 7.04 (m, 4H), 5.69 (q, 1H), 2.84 (s, 3H), 2.45 (s, 3H), 2.02 (m, 1H), 1.55 (d, 3H). The reactants are CC=1SC(=C(N1)C)C1=CC=C(C=C1)[C@H](C)N1C(O[C@@](CC1)(CCCO)C1=CC=C(C=C1)F)=O ((R)-3-((S)-1-(4-(2,4-dimethylthiazol-5-yl)phenyl)ethyl)-6-(4-fluorophenyl)-6-(3-hydroxypropyl)-1,3-oxazinan-2-one), N (ammonia). As a reaction SMILES: [CH3:1][C:2]1[S:3][C:4]([C:8]2[CH:13]=[CH:12][C:11]([C@@H:14]([N:16]3[CH2:21][CH2:20][C@@:19]([C:26]4[CH:31]=[CH:30][C:29]([F:32])=[CH:28][CH:27]=4)([CH2:22][CH2:23][CH2:24][OH:25])[O:18][C:17]3=[O:33])[CH3:15])=[CH:10][CH:9]=2)=[C:5]([CH3:7])[N:6]=1.[NH3:34]>>[CH3:1][C:2]1[S:3][C:4]([C:8]2[CH:9]=[CH:10][C:11]([C@@H:14]([N:16]3[CH2:21][CH2:20][C@:19]([CH2:22][CH2:23][C:24]([NH2:34])=[O:25])([C:26]4[CH:27]=[CH:28][C:29]([F:32])=[CH:30][CH:31]=4)[O:18][C:17]3=[O:33])[CH3:15])=[CH:12][CH:13]=2)=[C:5]([CH3:7])[N:6]=1. The reactants are CC1=CC=2C3=C(NC2C=C1)C1CCCN(C3)C1 (10-methyl-1,3,4,5,6,7-hexahydro-2,6-methanoazocino[4,3-b]indole), CC1=C(C=C)C=CC=C1 (2-methylstyrene). Yields the product CC1=CC=2C3=C(N(C2C=C1)CCC1=C(C=CC=C1)C)C1CCCN(C3)C1 (10-methyl-7-[2-(2-methylphenyl)ethyl]-1,3,4,5,6,7-hexahydro-2,6-methanoazocino[4,3-b]indole). RXN SMILES: [CH3:1][C:2]1[CH:10]=[CH:9][C:8]2[NH:7][C:6]3[CH:11]4[CH2:17][N:15]([CH2:16][C:5]=3[C:4]=2[CH:3]=1)[CH2:14][CH2:13][CH2:12]4.[CH3:18][C:19]1[CH:26]=[CH:25][CH:24]=[CH:23][C:20]=1[CH:21]=[CH2:22]>>[CH3:1][C:2]1[CH:10]=[CH:9][C:8]2[N:7]([CH2:22][CH2:21][C:20]3[CH:23]=[CH:24][CH:25]=[CH:26][C:19]=3[CH3:18])[C:6]3[CH:11]4[CH2:17][N:15]([CH2:16][C:5]=3[C:4]=2[CH:3]=1)[CH2:14][CH2:13][CH2:12]4. Procedure: The coupling of 10-methyl-1,3,4,5,6,7-hexahydro-2,6-methanoazocino[4,3-b]indole (226.0 mg, 0.999 mmol; Example 201) and 2-methylstyrene (209.0 mg, 176.9 mmol, Alfa Aesar) was performed as described in Example 202, except that the material was purified by reverse-phase HPLC [Waters XBridge C18 5 μm OBD column, 30×100 mm, flow rate 40 mL/minute, 20-95% gradient of acetonitrile in buffer (0.1 M aqueous ammonium bicarbonate, adjusted to pH 10 with ammonium hydroxide) over 20 minutes] to afford the t... Starting materials: [OH-].[Na+] (NaOH), FCCOCCOCCOC1=NC=C(C=C1)\C=C\C1=CC=C(C=C1)[N+](=O)[O-] ((E)-2-(2-(2-(2-fluoroethoxy)ethoxy)ethoxy)-5-(4-nitrostyryl)pyridine), stannous chloride, Cl (HCl), ClCCl (Dichloromethane). The solvent is C(C)O (ethanol). Yields the product FCCOCCOCCOC1=NC=C(C=C1)\C=C\C1=CC=C(C=C1)N ((E)-2-(2-(2-(2-fluoroethoxy)ethoxy)ethoxy)-5-(4-aminostyryl)pyridine). Yield: 57.7%. RXN SMILES: [F:1][CH2:2][CH2:3][O:4][CH2:5][CH2:6][O:7][CH2:8][CH2:9][O:10][C:11]1[CH:16]=[CH:15][C:14](/[CH:17]=[CH:18]/[C:19]2[CH:24]=[CH:23][C:22]([N+:25]([O-])=O)=[CH:21][CH:20]=2)=[CH:13][N:12]=1.Cl.[OH-].[Na+].ClCCl>C(O)C>[F:1][CH2:2][CH2:3][O:4][CH2:5][CH2:6][O:7][CH2:8][CH2:9][O:10][C:11]1[CH:16]=[CH:15][C:14](/[CH:17]=[CH:18]/[C:19]2[CH:24]=[CH:23][C:22]([NH2:25])=[CH:21][CH:20]=2)=[CH:13][N:12]=1 |f:2.3|. Procedure: Compound 4 (34 mg, 0.09 mmol) was dissolved in ethanol (5 ml) followed by the addition of stannous chloride (51.4 mg, 0.27 mmol) and concentrated HCl (0.25 ml). The reaction mixture was refluxed for 2 hours and cooled down. 2N NaOH was used to adjust pH to 10. Dichloromethane was added and the organic layer was separated, washed with brine, dried over anhydrous sodium sulfate and evaporated. The residue was purified by PTLC (3% MeOH in DCM as developing solvent) to give product 5 (18 mg, Yield: ... Starting materials: C1CO1, CCC1CC(C)(CC)NC2CCCCC12, OCCO. Product: CCC1CC(C)(CC)N(CCO)C2CCCCC12. As a reaction SMILES: [CH2:16]1[CH2:17][O:18]1.[CH3:1][C:2]1([CH2:14][CH3:15])[NH:3][CH:4]2[CH2:5][CH2:6][CH2:7][CH2:8][CH:9]2[CH:10]([CH2:12][CH3:13])[CH2:11]1.[OH:19][CH2:20][CH2:21][OH:22]>>[CH3:1][C:2]1([CH2:14][CH3:15])[N:3]([CH2:16][CH2:17][OH:18])[CH:4]2[CH2:5][CH2:6][CH2:7][CH2:8][CH:9]2[CH:10]([CH2:12][CH3:13])[CH2:11]1. Starting materials: N(C1=CC=CC=C1)C1=NC(=CC(=N1)C)C (2-anilino-4,6-dimethylpyrimidine), N(=O)[O-].[Na+] (sodium nitrite). Run in C(C)(=O)O (acetic acid), O (water), O (water). Reaction conditions: time 30 minute. Yields the product CC1=NC(=NC(=C1)C)N(C1=CC=CC=C1)N=O (4,6-dimethyl-2-(N-nitrosoanilino)pyrimidine). Isolated yield 74.2%. As a reaction SMILES: [NH:1]([C:8]1[N:13]=[C:12]([CH3:14])[CH:11]=[C:10]([CH3:15])[N:9]=1)[C:2]1[CH:7]=[CH:6][CH:5]=[CH:4][CH:3]=1.[N:16]([O-])=[O:17].[Na+]>C(O)(=O)C.O>[CH3:14][C:12]1[CH:11]=[C:10]([CH3:15])[N:9]=[C:8]([N:1]([N:16]=[O:17])[C:2]2[CH:3]=[CH:4][CH:5]=[CH:6][CH:7]=2)[N:13]=1 |f:1.2|. Procedure details: To a solution of 2.0 g of 2-anilino-4,6-dimethylpyrimidine in 15 ml of acetic acid was added dropwise a solution of 1.4 g of sodium nitrite in 10 ml of water. After 30 minute's stirring, 50 ml of water was added to the mixture. The resulting crystals were collected by filtration and dried. Recrystallization from ethanol afforded 1.7 g (yield: 74%) of 4,6-dimethyl-2-(N-nitrosoanilino)pyrimidine having a melting point of 117°-121° C. Reactants: [Br-], BrCCC[P+](c1ccccc1)(c1ccccc1)c1ccccc1, Br, CNC, CCO. Product: [Br-], Br, CN(C)CCC[P+](c1ccccc1)(c1ccccc1)c1ccccc1. As a reaction SMILES: [Br-:2].[Br:3][CH2:4][CH2:5][CH2:6][P+:7]([c:8]1[cH:9][cH:10][cH:11][cH:12][cH:13]1)([c:14]1[cH:15][cH:16][cH:17][cH:18][cH:19]1)[c:20]1[cH:21][cH:22][cH:23][cH:24][cH:25]1.[BrH:1].[CH3:26][NH:27][CH3:28].[CH3:29][CH2:30][OH:31]>>[Br-:1].[BrH:3].[CH2:4]([CH2:5][CH2:6][P+:7]([c:8]1[cH:9][cH:10][cH:11][cH:12][cH:13]1)([c:14]1[cH:15][cH:16][cH:17][cH:18][cH:19]1)[c:20]1[cH:21][cH:22][cH:23][cH:24][cH:25]1)[N:27]([CH3:26])[CH3:28].